Dataset: the Open Reaction Database (ORD), a public repository of structured organic reaction records. Task: describe an organic reaction: reactants, conditions, products, and yield Reactants: CCC([BH-](C(CC)C)C(CC)C)C.[Li+] (L-Selectride), C(C1=CC=CC=C1)(C1=CC=CC=C1)(C1=CC=CC=C1)N1N=C(N=N1)C1=C(C=CC=C1)C1CCC(CC1)C=O (1-[2-(2-trityl-tetrazol-5-yl)phenyl]-4-formylcyclohexane), CCC([BH-](C(CC)C)C(CC)C)C.[Li+] (L-Selectride). Run in C1CCOC1 (THF). Run at temperature -25 celsius, time 1 hour. The product is C(C1=CC=CC=C1)(C1=CC=CC=C1)(C1=CC=CC=C1)N1N=C(N=N1)C1=C(C=CC=C1)C1CCC(CC1)CO (1-[2-(2-Trityl-tetrazol-5-yl)phenyl]-4-hydroxymethylcyclohexane). Isolated yield 81.7%. RXN SMILES: [C:1]([N:20]1[N:24]=[N:23][C:22]([C:25]2[CH:30]=[CH:29][CH:28]=[CH:27][C:26]=2[CH:31]2[CH2:36][CH2:35][CH:34]([CH:37]=[O:38])[CH2:33][CH2:32]2)=[N:21]1)([C:14]1[CH:19]=[CH:18][CH:17]=[CH:16][CH:15]=1)([C:8]1[CH:13]=[CH:12][CH:11]=[CH:10][CH:9]=1)[C:2]1[CH:7]=[CH:6][CH:5]=[CH:4][CH:3]=1.CCC(C)[BH-](C(C)CC)C(C)CC.[Li+]>C1COCC1>[C:1]([N:20]1[N:24]=[N:23][C:22]([C:25]2[CH:30]=[CH:29][CH:28]=[CH:27][C:26]=2[CH:31]2[CH2:36][CH2:35][CH:34]([CH2:37][OH:38])[CH2:33][CH2:32]2)=[N:21]1)([C:8]1[CH:13]=[CH:12][CH:11]=[CH:10][CH:9]=1)([C:2]1[CH:7]=[CH:6][CH:5]=[CH:4][CH:3]=1)[C:14]1[CH:15]=[CH:16][CH:17]=[CH:18][CH:19]=1 |f:1.2|. Procedure: A 50 ml round-bottom flask, equipped with a magnetic stirring bar, septum, and nitrogen inlet, was charged with 220 mg (0.44 mmol, 1.0 equiv) of 1-[2-(2-trityl-tetrazol-5-yl)phenyl]-4-formylcyclohexane (from Step G) and 4 ml THF (over sieves). Into this clear solution, after being cooled down to -25° C., was added 530 μl (1.0M solution in THF, 0.53 mmol, 1.2 equiv) L-Selectride solution. After one hour, another 530 μl of L-Selectride solution was added to push the reaction to completion. The rea... Reactants: CCOC(C)=O, CS(C)=O, CN1C(=O)C(Cl)(c2ccc(O)cc2)Sc2ccccc21, N#C[Na], O. Product: CN1C(=O)C(C#N)(c2ccc(O)cc2)Sc2ccccc21. As a reaction SMILES: [CH3:24][CH2:25][O:26][C:27](=[O:28])[CH3:29].[CH3:31][S:32]([CH3:33])=[O:34].[Cl:1][C:2]1([c:14]2[cH:15][cH:16][c:17]([OH:20])[cH:18][cH:19]2)[S:3][c:4]2[c:5]([cH:10][cH:11][cH:12][cH:13]2)[N:6]([CH3:9])[C:7]1=[O:8].[Na:21][C:22]#[N:23].[OH2:30]>>[C:2]1([c:14]2[cH:15][cH:16][c:17]([OH:20])[cH:18][cH:19]2)([C:22]#[N:23])[S:3][c:4]2[c:5]([cH:10][cH:11][cH:12][cH:13]2)[N:6]([CH3:9])[C:7]1=[O:8]. Starting materials: Cc1ccccc1, C=COC, Cl, [Na+], [OH-], O, Oc1ccccc1O. The product is COC(C)Oc1ccccc1O. RXN SMILES: [CH3:17][c:18]1[cH:19][cH:20][cH:21][cH:22][cH:23]1.[CH:9](=[CH2:10])[O:11][CH3:12].[ClH:13].[Na+:15].[OH-:14].[OH2:16].[c:1]1([OH:2])[c:3]([OH:4])[cH:5][cH:6][cH:7][cH:8]1>>[c:1]1([O:2][CH:9]([CH3:10])[O:11][CH3:12])[c:3]([OH:4])[cH:5][cH:6][cH:7][cH:8]1. The reactants are C1(=CC=CC=C1)C (toluene), CC=1C=CC(=CC1)C (p-xylene), [N+](=O)([O-])[O-].[Ca+2].[N+](=O)([O-])[O-] (calcium nitrate). Run in ClCCl (dichloromethane). Product: C(C)C1=CC=CC=C1 (ethylbenzene), C(C)C1=CC=C(C=C1)C (4-ethyltoluene). The yield is 89.0%. As a reaction SMILES: [N+]([O-])([O-])=O.[Ca+2].[N+]([O-])([O-])=O.[C:10]1([CH3:16])[CH:15]=[CH:14][CH:13]=[CH:12][CH:11]=1.[CH3:17][C:18]1[CH:19]=[CH:20][C:21]([CH3:24])=[CH:22][CH:23]=1>ClCCl>[CH2:16]([C:10]1[CH:15]=[CH:14][CH:13]=[CH:12][CH:11]=1)[CH3:17].[CH2:17]([C:18]1[CH:23]=[CH:22][C:21]([CH3:24])=[CH:20][CH:19]=1)[CH3:10] |f:0.1.2|. Procedure: Pilot-scale treatments also support the laboratory incubations. The addition of calcium nitrate to the sediments of the Dofasco Boatslip in 1992 resulted in the biodegradation of several organic compounds (mean of three samples, reductions as follows; toluene 80%, ethylbenzene 86%, m/p-xylene 76%, 3/4-ethyltoluene 89%, and dichloromethane 65%) (FIG. 29). These relatively rapid biodegradation rates are similar to those reported in laboratory studies where nitrate was added to enhance biodegradati... The reactants are CC1=NC=C(C(=O)OC)C=C1 (methyl 6-methylnicotinate), CC1=C(C(=NO1)C1=CC=CC=C1)C=O (5-methyl-3-phenyl-4-isoxazolecarbaldehyde). Run in C(C)(=O)OC(C)=O (acetic anhydride), C(C)(=O)O (acetic acid), O (water). Conditions: temperature 120 celsius, time 8 day. Yields the product COC(C1=CN=C(C=C1)\C=C\C=1C(=NOC1C)C1=CC=CC=C1)=O (6-[(E)-2-(5-Methyl-3-phenyl-isoxazol-4-yl)-vinyl]-nicotinic acid methyl ester). Isolated yield 54.3%. As a reaction SMILES: [CH3:1][C:2]1[CH:11]=[CH:10][C:5]([C:6]([O:8][CH3:9])=[O:7])=[CH:4][N:3]=1.[CH3:12][C:13]1[O:17][N:16]=[C:15]([C:18]2[CH:23]=[CH:22][CH:21]=[CH:20][CH:19]=2)[C:14]=1[CH:24]=O>C(OC(=O)C)(=O)C.C(O)(=O)C.O>[CH3:9][O:8][C:6](=[O:7])[C:5]1[CH:10]=[CH:11][C:2](/[CH:1]=[CH:24]/[C:14]2[C:15]([C:18]3[CH:23]=[CH:22][CH:21]=[CH:20][CH:19]=3)=[N:16][O:17][C:13]=2[CH3:12])=[N:3][CH:4]=1. Procedure: To a solution of methyl 6-methylnicotinate (800 mg, 5.29 mmol) in acetic anhydride (2.5 mL) and acetic acid (0.5 mL) was added 5-methyl-3-phenyl-4-isoxazolecarbaldehyde (1.0 g, 5.34 mmol) and the reaction mixture warmed to 120° C. After 8 days at this temperature, the reaction mixture was cooled to room temperature then diluted with water and extracted with ethyl acetate. The combined organic extracts were washed with saturated aqueous sodium bicarbonate solution, then dried, filtered and concen... Reactants: CN(C=CC(=O)C=1C=C(C=CC1)N(C(C)=O)CC)C (N-[3-[3-(dimethylamino)-1-oxo-2-propenyl]phenyl]-N-ethylacetamide), NC1=NNC=C1C#N (3-amino-4cyanopyrazole). The solvent is O (water), Cl (hydrochloric acid). Conditions: time 8 hour. The product is C(#N)C=1C=NN2C1N=C(C=C2)C=2C=C(C=CC2)N(C(C)=O)CC (N-[3-(3-cyanopyrazolo[1,5-a]pyrimidin-5-yl)phenyl]-N-ethyl-acetamide). Yield: 1.6%. As a reaction SMILES: CN(C)[CH:3]=[CH:4][C:5]([C:7]1[CH:8]=[C:9]([N:13]([CH2:17][CH3:18])[C:14](=[O:16])[CH3:15])[CH:10]=[CH:11][CH:12]=1)=O.[NH2:20][C:21]1[C:25]([C:26]#[N:27])=[CH:24][NH:23][N:22]=1>O.Cl>[C:26]([C:25]1[CH:24]=[N:23][N:22]2[CH:3]=[CH:4][C:5]([C:7]3[CH:8]=[C:9]([N:13]([CH2:17][CH3:18])[C:14](=[O:16])[CH3:15])[CH:10]=[CH:11][CH:12]=3)=[N:20][C:21]=12)#[N:27]. Reported procedure: N-[3-[3-(dimethylamino)-1-oxo-2-propenyl]phenyl]-N-ethylacetamide (5.2 g, 0.02 mol) and 3-amino-4cyanopyrazole (2.16 g, 0.02 mol) were dissolved in the mixture of water (50 ml) and concentrated hydrochloric acid (40 ml) and the mixture was stirred at room temperature for 8 h. The reaction mixture was then cooled to 5° C. and the precipitate was removed by filtration. The filtrate was neutralized by concentrated aqueous ammonia solution to precipitate 380 mg of the mixture of zaleplon and its reg... The reactants are ClC1=NC=NC2=CC(=C(C=C12)OCCOC)OCCOC (4-Chloro-6,7-bis-(2-methoxy-ethoxy)-quinazoline), N1=CC=CC=C1 (pyridine), C(#C)C=1C=C(N)C(=CC1)C (3-ethynyl-6-methylaniline). The solvent is CN(C)C=O (DMF). Yields the product Cl.COCCOC=1C=C2C(=NC=NC2=CC1OCCOC)NC1=C(C=CC(=C1)C#C)C ([6,7-Bis-(2-methoxy-ethoxy)-quinazolin-4-yl]-(5-ethynyl-2-methyl-phenyl)-amine Hydrochloride). Yield: 18.4%. As a reaction SMILES: [Cl:1][C:2]1[C:11]2[C:6](=[CH:7][C:8]([O:17][CH2:18][CH2:19][O:20][CH3:21])=[C:9]([O:12][CH2:13][CH2:14][O:15][CH3:16])[CH:10]=2)[N:5]=[CH:4][N:3]=1.N1C=CC=CC=1.[C:28]([C:30]1[CH:31]=[C:32]([C:34]([CH3:37])=[CH:35][CH:36]=1)[NH2:33])#[CH:29]>CN(C=O)C>[ClH:1].[CH3:16][O:15][CH2:14][CH2:13][O:12][C:9]1[CH:10]=[C:11]2[C:6](=[CH:7][C:8]=1[O:17][CH2:18][CH2:19][O:20][CH3:21])[N:5]=[CH:4][N:3]=[C:2]2[NH:33][C:32]1[CH:31]=[C:30]([C:28]#[CH:29])[CH:36]=[CH:35][C:34]=1[CH3:37] |f:4.5|. Procedure details: 4-Chloro-6,7-bis-(2-methoxy-ethoxy)-quinazoline (153 mg, 0.49 mmol), pyridine (40 μL) and 3-ethynyl-6-methylaniline (71 mg, 0.54 mmol) were reacted in DMF (3 mL) at 110° C. under an atmosphere of N2 for 36 hours. The solvent was removed in vacuo and the residue was partitioned between CHCl3 and saturated aqueous NaHCO3. The organic extracts were washed with brine, dried over Na2SO4, filtered and concentrated in vacuo. The crude product was chromatographed on silica using 40% acetone/CH2Cl2 to pr... The reactants are BrC=1C=C(C=CC1)NC(CC(C)=O)=O (N-(3-bromophenyl)-3-oxobutyramide). Solvent: S(O)(O)(=O)=O (sulfuric acid). The product is OC1=NC2=CC(=CC=C2C(=C1)C)Br (2-Hydroxy-4-methyl-7-bromoquinoline). Yield: 84.3%. RXN SMILES: [Br:1][C:2]1[CH:3]=[C:4]([NH:8][C:9](=[O:14])[CH2:10][C:11](=O)[CH3:12])[CH:5]=[CH:6][CH:7]=1>S(=O)(=O)(O)O>[OH:14][C:9]1[CH:10]=[C:11]([CH3:12])[C:5]2[C:4](=[CH:3][C:2]([Br:1])=[CH:7][CH:6]=2)[N:8]=1. Procedure details: 6.65 g (26.00 mM) of N-(3-bromophenyl)-3-oxobutyramide was heated in 30 mL of conc. sulfuric acid to 120° C. (oil bath temperature) for 1.5 h. The reaction mixture was then poured into ice, whereby precipitate was formed. This was filtered and washed repeatedly with water. After drying, it was recrystallised in 95% ethanol, providing 5.21 g (84%) of the product as a white solid: mp 275°-276° C.; Reactants: NC1=C(C(=O)N(CC)CC)C=C(C=C1)C=1C=NN(C1)CCCO (2-amino-N,N-diethyl-5-[1-(3-hydroxypropyl)-1H-pyrazol-4-yl]benzamide), BrC=1C(=NN(C1)CCCO)C#N (4-bromo-1-(3-hydroxypropyl)-1H-pyrazole-3-carbonitrile), BrC=1C(=NN(C1)CCCO)C#N (4-bromo-1-(3-hydroxypropyl)-1H-pyrazole-3-carbonitrile), NC=1C(=NC(=CC1)B1OC(C(O1)(C)C)(C)C)C(=O)NC (3-amino-N-methyl-6-(4,4,5,5-tetramethyl-1,3,2-dioxaborolan-2-yl)pyridine-2-carboxamide), NC=1C(=NC(=CC1)B1OC(C(O1)(C)C)(C)C)C(=O)NC (3-amino-N-methyl-6-(4,4,5,5-tetramethyl-1,3,2-dioxaborolan-2-yl)pyridine-2-carboxamide). The product is NC=1C(=NC(=CC1)C=1C(=NN(C1)CCCO)C#N)C(=O)NC (3-amino-6-[3-cyano-1-(3-hydroxypropyl)-1H-pyrazol-4-yl]-N-methylpyridine-2-carboxamide). Isolated yield 23.0%. RXN SMILES: NC1C=CC(C2C=NN(CCCO)C=2)=CC=1C(N(CC)CC)=O.[NH2:24][C:25]1[C:26]([C:40]([NH:42][CH3:43])=[O:41])=[N:27][C:28](B2OC(C)(C)C(C)(C)O2)=[CH:29][CH:30]=1.Br[C:45]1[C:46]([C:54]#[N:55])=[N:47][N:48]([CH2:50][CH2:51][CH2:52][OH:53])[CH:49]=1>>[NH2:24][C:25]1[C:26]([C:40]([NH:42][CH3:43])=[O:41])=[N:27][C:28]([C:45]2[C:46]([C:54]#[N:55])=[N:47][N:48]([CH2:50][CH2:51][CH2:52][OH:53])[CH:49]=2)=[CH:29][CH:30]=1. Reported procedure: Prepared analogously to Compound 3C using 3-amino-N-methyl-6-(4,4,5,5-tetramethyl-1,3,2-dioxaborolan-2-yl)pyridine-2-carboxamide (Compound 48D, 657 mg, 2.37 mmol) and 4-bromo-1-(3-hydroxypropyl)-1H-pyrazole-3-carbonitrile (Compound 52E, 600 mg, 2.61 mmol) to afford 164 mg of the title compound (23%). 1H NMR (400 MHz, CD3OD) δ 8.29 (s, 1H), 7.57 (d, J=8.6 Hz, 1H), 7.21 (d, J=8.6 Hz, 1H), 4.35 (t, J=6.8 Hz, 2H), 3.57 (t, J=6.1 Hz, 2H), 2.94 (s, 3H), 2.11 (t, J=6.1 Hz, 2H). MS (ESI): m/z=301.24 [M+... Starting materials: O1CNCC1 (oxazolidine), C(C)(C)(C)OC(=O)NCCCC[C@@H](C(=O)OC(C)(C)C)NS(=O)(=O)N1C(OCC1)=O (tert-butyl(S)-6-tert-butoxycarbonylamino-2-(2-oxooxazolidine-3-sulfonylamino)hexanoate), N[C@H]1C(N[C@H](COCCCCOC=2C=CC(C1)=CC2)C(C)C)=O ((9S,12R)-12-amino-9-isopropyl-2,7-dioxa-10-azabicyclo[12.2.2]octadeca-1(17),14(18),15-trien-11-one), N[C@H]1C(N[C@H](COCCCCOC=2C=CC(C1)=CC2)C(C)C)=O ((9S,12R)-12-amino-9-isopropyl-2,7-dioxa-10-azabicyclo[12.2.2]octadeca-1(17),14(18),15-trien-11-one). Run in C(C)#N (acetonitrile). Reaction conditions: time 1 day. The product is C(C)(C)(C)OC(=O)NCCCC[C@@H](C(=O)OC(C)(C)C)NS(N[C@H]1C(N[C@H](COCCCCOC=2C=CC(C1)=CC2)C(C)C)=O)(=O)=O (tert-Butyl(S)-6-tert-butoxycarbonylamino-2-[((9S,12R)-9-isopropyl-11-oxo-2,7-dioxa-10-azabicyclo[12.2.2]octadeca-1(17),14(18),15-trien-12-ylsulfamoyl)amino]hexanoate). Isolated yield 14.6%. As a reaction SMILES: [C:1]([O:5][C:6]([NH:8][CH2:9][CH2:10][CH2:11][CH2:12][C@H:13]([NH:21][S:22](N1CCOC1=O)(=[O:24])=[O:23])[C:14]([O:16][C:17]([CH3:20])([CH3:19])[CH3:18])=[O:15])=[O:7])([CH3:4])([CH3:3])[CH3:2].[NH2:31][C@@H:32]1[CH2:47][C:46]2=[CH:48][CH:49]=[C:43]([CH:44]=[CH:45]2)[O:42][CH2:41][CH2:40][CH2:39][CH2:38][O:37][CH2:36][C@H:35]([CH:50]([CH3:52])[CH3:51])[NH:34][C:33]1=[O:53].O1CCNC1>C(#N)C>[C:1]([O:5][C:6]([NH:8][CH2:9][CH2:10][CH2:11][CH2:12][C@H:13]([NH:21][S:22](=[O:23])(=[O:24])[NH:31][C@@H:32]1[CH2:47][C:46]2=[CH:45][CH:44]=[C:43]([CH:49]=[CH:48]2)[O:42][CH2:41][CH2:40][CH2:39][CH2:38][O:37][CH2:36][C@H:35]([CH:50]([CH3:51])[CH3:52])[NH:34][C:33]1=[O:53])[C:14]([O:16][C:17]([CH3:18])([CH3:19])[CH3:20])=[O:15])=[O:7])([CH3:3])([CH3:2])[CH3:4]. Procedure: A solution of 387 mg (0.858 mmol) of tert-butyl(S)-6-tert-butoxycarbonylamino-2-(2-oxooxazolidine-3-sulfonylamino)hexanoate and 250 mg (0.780 mmol) of (9S,12R)-12-amino-9-isopropyl-2,7-dioxa-10-azabicyclo[12.2.2]octadeca-1(17),14(18),15-trien-11-one (compound 1-1E) in 15 ml of acetonitrile was stirred at 80° C. After 1 day (d), the same amount of the oxazolidine was again added, and the mixture was stirred for 1 d. The reaction mixture was then concentrated and the residue was purified by prep. ...